Dataset: the Open Reaction Database (ORD), a public repository of structured organic reaction records. Task: describe an organic reaction: reactants, conditions, products, and yield Starting materials: C(C1=CN=CC=C1)(=O)O (Nicotinic Acid), C(C)(C)(C)OC(C1=CN=C(C(=C1)Cl)C=C)=O (5-chloro-6-vinyl-nicotinic acid tert.-butyl ester). The product is C(C)C1=NC=C(C(=O)O)C=C1CC(C)C (6-Ethyl-5-isobutyl-nicotinic acid). Reaction SMILES: [C:1](O)(=O)[C:2]1[CH:7]=CC=N[CH:3]=1.C([O:14][C:15](=[O:25])[C:16]1[CH:21]=[C:20](Cl)[C:19]([CH:23]=[CH2:24])=[N:18][CH:17]=1)(C)(C)C>>[CH2:23]([C:19]1[C:20]([CH2:1][CH:2]([CH3:7])[CH3:3])=[CH:21][C:16]([C:15]([OH:14])=[O:25])=[CH:17][N:18]=1)[CH3:24]. Reported procedure: 6-Ethyl-5-isobutyl-nicotinic acid is prepared in analogy to Nicotinic acid 3 from 5-chloro-6-vinyl-nicotinic acid tert.-butyl ester and 2,4,6-tri-(2-methyl-propenyl)cycloboroxane pyridine complex, prepared in analogy to a procedure given by F. Kerins, D. F. O'Shea J. Org. Chem. 67 (2002) 4968-4971); LC-MS: tR=0.64 min, [M+1]+=207.98. Reactants: CN(C)C=O (DMF), C(C(=O)Cl)(=O)Cl (oxalyl chloride), FC1=C(COC=2C=3N(C=CC2)C(=C(N3)C)C(=O)O)C(=CC=C1)F (8-[(2,6-difluorobenzyl)oxy]-2-methylimidazo[1,2-a]pyridine-3-carboxylic acid). The solvent is ClCCl (dichloromethane). Reaction conditions: time 80 minute. Yields the product Cl.FC1=C(COC=2C=3N(C=CC2)C(=C(N3)C)C(=O)Cl)C(=CC=C1)F (8-[(2,6-difluorobenzyl)oxy]-2-methylimidazo[1,2-a]pyridine-3-carbonyl chloride hydrochloride). Reaction SMILES: [F:1][C:2]1[CH:22]=[CH:21][CH:20]=[C:19]([F:23])[C:3]=1[CH2:4][O:5][C:6]1[C:7]2[N:8]([C:12]([C:16](O)=[O:17])=[C:13]([CH3:15])[N:14]=2)[CH:9]=[CH:10][CH:11]=1.CN(C=O)C.C(Cl)(=O)C([Cl:32])=O>ClCCl>[ClH:32].[F:1][C:2]1[CH:22]=[CH:21][CH:20]=[C:19]([F:23])[C:3]=1[CH2:4][O:5][C:6]1[C:7]2[N:8]([C:12]([C:16]([Cl:32])=[O:17])=[C:13]([CH3:15])[N:14]=2)[CH:9]=[CH:10][CH:11]=1 |f:4.5|. Procedure: Under an argon gas flow, to a suspension of 32.5 g of 8-[(2,6-difluorobenzyl)oxy]-2-methylimidazo[1,2-a]pyridine-3-carboxylic acid in 807 ml of dichloromethane were added 190 μl of DMF and 17.2 ml of oxalyl chloride under ice-cooling, followed by stirring at room temperature for 80 minutes. The reaction mixture was concentrated under reduced pressure to obtain 38.0 g of 8-[(2,6-difluorobenzyl)oxy]-2-methylimidazo[1,2-a]pyridine-3-carbonyl chloride hydrochloride. Starting materials: C(C)(=O)N1[C@H](C[C@@H](C2=CC=CC=C12)O)C ((2S,4S)-1-acetyl-4-hydroxyl-2-methyl-1,2,3,4-tetrahydroquinoline), [N+](=O)([O-])C1=CC=C(C=C1)O (4-nitrophenol). Yields the product C(C)(=O)N1[C@H](C[C@H](C2=CC=CC=C12)OC1=CC=C(C=C1)[N+](=O)[O-])C ((2S,4R)-1-acetyl-2-methyl-4-(4-nitrophenoxy)-1,2,3,4-tetrahydroquinoline). Isolated yield 72.4%. RXN SMILES: [C:1]([N:4]1[C:13]2[C:8](=[CH:9][CH:10]=[CH:11][CH:12]=2)[C@@H:7]([OH:14])[CH2:6][C@@H:5]1[CH3:15])(=[O:3])[CH3:2].[N+:16]([C:19]1[CH:24]=[CH:23][C:22](O)=[CH:21][CH:20]=1)([O-:18])=[O:17]>>[C:1]([N:4]1[C:13]2[C:8](=[CH:9][CH:10]=[CH:11][CH:12]=2)[C@H:7]([O:14][C:22]2[CH:23]=[CH:24][C:19]([N+:16]([O-:18])=[O:17])=[CH:20][CH:21]=2)[CH2:6][C@@H:5]1[CH3:15])(=[O:3])[CH3:2]. Procedure details: [Step 1] Reactions and treatments were carried out in the same manner as in Step 2 of Example 117, using 102.6 g of (2S,4S)-1-acetyl-4-hydroxyl-2-methyl-1,2,3,4-tetrahydroquinoline instead of ethyl (2S,4R)-1-acetyl-4-hydroxyl-2-methyl-1,2,3,4-tetrahydroquinoline-6-carboxylate, and using 4-nitrophenol instead of benzoic acid. Thus, 118.2 mg (72.4%) of (2S,4R)-1-acetyl-2-methyl-4-(4-nitrophenoxy)-1,2,3,4-tetrahydroquinoline was obtained as a pale yellow amorphous substance. Reactants: C(=O)(C(F)(F)F)O (TFA), C(C)(C)(C)OC(N[C@@H](C)C1=NC2=C(N1C=1N(N=CC1)C)C=C(C=C2)F)=O ({(S)-1-[6-fluoro-1-(2-methyl-2H-pyrazol-3-yl)-1H-benzoimidazol-2-yl]-ethyl}carbamic acid tert-butyl ester). Run in C(Cl)Cl (DCM). Run at time 15 minute. Product: FC=1C=CC2=C(N(C(=N2)[C@H](C)N)C=2N(N=CC2)C)C1 ((S)-1-[6-Fluoro-1-(2-methyl-2H-pyrazol-3-yl)-1H-benzoimidazol-2-yl]-ethylamine). Isolated yield 99.7%. As a reaction SMILES: C(O)(C(F)(F)F)=O.C(OC(=O)[NH:14][C@H:15]([C:17]1[N:21]([C:22]2[N:23]([CH3:27])[N:24]=[CH:25][CH:26]=2)[C:20]2[CH:28]=[C:29]([F:32])[CH:30]=[CH:31][C:19]=2[N:18]=1)[CH3:16])(C)(C)C>C(Cl)Cl>[F:32][C:29]1[CH:30]=[CH:31][C:19]2[N:18]=[C:17]([C@@H:15]([NH2:14])[CH3:16])[N:21]([C:22]3[N:23]([CH3:27])[N:24]=[CH:25][CH:26]=3)[C:20]=2[CH:28]=1. Reported procedure: TFA (20 mL) was added to a solution of {(S)-1-[6-fluoro-1-(2-methyl-2H-pyrazol-3-yl)-1H-benzoimidazol-2-yl]-ethyl}carbamic acid tert-butyl ester (0.96 g, 2.67 mmol) in DCM (10 mL) and stirred for 15 min. The reaction mixture was concentrated in vacuo and the residue partitioned between DCM (×3) and saturated aqueous NaHCO3. The combined DCM extracts were dried (Na2SO4) and concentrated in vacuo. The resultant residue was purified by chromatography (SiO2, 0-10% (2M ammonia in methanol) in DCM) to...